This data is from the Open Reaction Database (ORD), a public repository of structured organic reaction records. The task is: describe an organic reaction: reactants, conditions, products, and yield As a reaction SMILES: [OH:1][C:2]([C:4]([F:7])([F:6])[F:5])=[O:3].[F:8][C:9]1[CH:36]=[CH:35][C:12]([CH2:13][N:14]2[CH2:19][CH2:18][N:17]3[C:20](=[O:33])[C:21]([CH2:26][CH:27]4[CH2:32][CH2:31][CH2:30][NH:29][CH2:28]4)=[C:22]([OH:25])[C:23]([OH:24])=[C:16]3[C:15]2=[O:34])=[CH:11][CH:10]=1.[CH:37]1([CH:40]=O)[CH2:39][CH2:38]1.C([BH3-])#N.[Na+]>CO>[OH:3][C:2]([C:4]([F:7])([F:6])[F:5])=[O:1].[CH:37]1([CH2:40][N:29]2[CH2:30][CH2:31][CH2:32][CH:27]([CH2:26][C:21]3[C:20](=[O:33])[N:17]4[CH2:18][CH2:19][N:14]([CH2:13][C:12]5[CH:11]=[CH:10][C:9]([F:8])=[CH:36][CH:35]=5)[C:15](=[O:34])[C:16]4=[C:23]([OH:24])[C:22]=3[OH:25])[CH2:28]2)[CH2:39][CH2:38]1 |f:0.1,3.4,6.7|. Run at time 1 hour. The solvent is CO (methanol). Reported procedure: To a solution of 2-(4-fluorobenzyl)-8,9-dihydroxy-7-(piperidin-3-ylmethyl)-3,4-dihydro-2H-pyrido[1,2-a]pyrazine-1,6-dione mono TFA salt (50 mg, 0.097 mmol) in anhydrous methanol (2 mL) under nitrogen, cyclopropanecarboxaldehyde (9 μL, 0.116mmol) was added and the solution was stirred at room temperature for one hour. Sodium cyanoborohydride (8 mg, 0.129 mmol) was added and the solution was stirred for another hour. The reaction mixture was concentrated under vacuum and the residue was purified b... Yields the product OC(=O)C(F)(F)F.C1(CC1)CN1CC(CCC1)CC1=C(C(=C2N(CCN(C2=O)CC2=CC=C(C=C2)F)C1=O)O)O (7-{[1-(Cyclopropylmethyl)piperidin-3-yl]methyl}-2-(4-fluorobenzyl)-8,9-dihydroxy-3,4-dihydro-2H-pyrido[1,2-a]pyrazine-1,6-dione mono TFA salt). Reactants: OC(=O)C(F)(F)F.FC1=CC=C(CN2C(C=3N(CC2)C(C(=C(C3O)O)CC3CNCCC3)=O)=O)C=C1 (2-(4-fluorobenzyl)-8,9-dihydroxy-7-(piperidin-3-ylmethyl)-3,4-dihydro-2H-pyrido[1,2-a]pyrazine-1,6-dione mono TFA salt), C1(CC1)C=O (cyclopropanecarboxaldehyde), C(#N)[BH3-].[Na+] (Sodium cyanoborohydride). Starting materials: C#CCO, ClC(Cl)Cl, CCN(C(C)C)C(C)C, [Cu]I, Cc1ccc(C)c(I)c1, C1CCOC1, O=C(C=Cc1ccccc1)C=Cc1ccccc1, O=C(C=Cc1ccccc1)C=Cc1ccccc1, O=C(C=Cc1ccccc1)C=Cc1ccccc1, [Pd], [Pd], c1ccc(P(c2ccccc2)c2ccccc2)cc1. The product is Cc1ccc(C)c(C#CCO)c1. Reaction SMILES: [CH2:29]([C:30]#[CH:31])[OH:32].[CH:100]([Cl:101])([Cl:102])[Cl:103].[CH:33]([N:34]([CH:35]([CH3:36])[CH3:37])[CH2:38][CH3:39])([CH3:40])[CH3:41].[Cu:42][I:43].[I:1][c:2]1[c:3]([CH3:9])[cH:4][cH:5][c:6]([CH3:8])[cH:7]1.[O:104]1[CH2:105][CH2:106][CH2:107][CH2:108]1.[O:46]=[C:47]([CH:48]=[CH:49][c:50]1[cH:51][cH:52][cH:53][cH:54][cH:55]1)[CH:56]=[CH:57][c:58]1[cH:59][cH:60][cH:61][cH:62][cH:63]1.[O:64]=[C:65]([CH:66]=[CH:67][c:68]1[cH:69][cH:70][cH:71][cH:72][cH:73]1)[CH:74]=[CH:75][c:76]1[cH:77][cH:78][cH:79][cH:80][cH:81]1.[O:82]=[C:83]([CH:84]=[CH:85][c:86]1[cH:87][cH:88][cH:89][cH:90][cH:91]1)[CH:92]=[CH:93][c:94]1[cH:95][cH:96][cH:97][cH:98][cH:99]1.[Pd:44].[Pd:45].[c:10]1([P:11]([c:12]2[cH:13][cH:14][cH:15][cH:16][cH:17]2)[c:18]2[cH:19][cH:20][cH:21][cH:22][cH:23]2)[cH:24][cH:25][cH:26][cH:27][cH:28]1>>[c:2]1([C:31]#[C:30][CH2:29][OH:32])[c:3]([CH3:9])[cH:4][cH:5][c:6]([CH3:8])[cH:7]1. The reactants are COc1c(C(=O)CNC(C)(C)Cc2ccccc2)ccc2c1OC(c1ccccc1)(c1ccccc1)O2, Cl. Product: COc1c(C(=O)CNC(C)(C)Cc2ccccc2)ccc(O)c1O. As a reaction SMILES: [CH3:2][C:3]([CH2:4][c:5]1[cH:6][cH:7][cH:8][cH:9][cH:10]1)([CH3:11])[NH:12][CH2:13][C:14](=[O:15])[c:16]1[c:17]([O:37][CH3:38])[c:18]2[c:19]([cH:35][cH:36]1)[O:20][C:21]([c:23]1[cH:24][cH:25][cH:26][cH:27][cH:28]1)([c:29]1[cH:30][cH:31][cH:32][cH:33][cH:34]1)[O:22]2.[ClH:1]>>[CH3:2][C:3]([CH2:4][c:5]1[cH:6][cH:7][cH:8][cH:9][cH:10]1)([CH3:11])[NH:12][CH2:13][C:14](=[O:15])[c:16]1[c:17]([O:37][CH3:38])[c:18]([OH:22])[c:19]([OH:20])[cH:35][cH:36]1. Reactants: N (ammonia), O=P12OP3(=O)OP(=O)(O1)OP(=O)(O2)O3 (phosphorus pentoxide), P(O)(O)(O)=O (phosphoric acid), NC1=C(C=C(C(=O)OC)C=C1)C (methyl 4-amino-3-methylbenzoate), C(CC(=O)C)(=O)OCC (ethyl acetoacetate). Solvent: O (water). Conditions: temperature 140 celsius. The product is CC=1NC2=C(C=C(C=C2C(C1)=O)C(=O)OC)C (methyl 2,8-dimethyl-4-oxo-1,4-dihydroquinoline-6-carboxylate). Yield: 42.9%. Reaction SMILES: O=P12OP3(OP(OP(O3)(O1)=O)(=O)O2)=O.P(=O)(O)(O)O.[NH2:20][C:21]1[CH:30]=[CH:29][C:24]([C:25]([O:27][CH3:28])=[O:26])=[CH:23][C:22]=1[CH3:31].[C:32](OCC)(=[O:37])[CH2:33][C:34]([CH3:36])=O.N>O>[CH3:36][C:34]1[NH:20][C:21]2[C:30]([C:32](=[O:37])[CH:33]=1)=[CH:29][C:24]([C:25]([O:27][CH3:28])=[O:26])=[CH:23][C:22]=2[CH3:31]. Procedure: A mixture of phosphorus pentoxide (37 g) and phosphoric acid (46 g) was heated under stirring in an oil bath at 140° C., and methyl 4-amino-3-methylbenzoate (3.0 g) and ethyl acetoacetate (2.8 g) were added thereto, followed by heating under stirring for an additional 2 hours. The reaction mixture was cooled to 60° C., poured into water, and neutralized with a 29% aqueous ammonia solution, and the precipitate was collected by filtration to obtain methyl 2,8-dimethyl-4-oxo-1,4-dihydroquinoline-6-... Starting materials: ClC1=C(C=CC(=C1Cl)C(C(=C)C1=CC=CC=C1)=O)OC (2,3-Dichloro-4-(2-phenylacryloyl)anisole), S(O)(O)(=O)=O (sulfuric acid). Solvent: C(Cl)Cl (methylene chloride), C(Cl)Cl (methylene chloride). Run at time 0.5 hour. Product: C1(=CC=CC=C1)C1C(C2=C(C(=C(C=C2C1)OC)Cl)Cl)=O (2-phenyl-5-methoxy-6,7-dichloro-1-indanone). Isolated yield 56.0%. As a reaction SMILES: [Cl:1][C:2]1[C:7]([Cl:8])=[C:6]([C:9](=[O:18])[C:10]([C:12]2[CH:17]=[CH:16][CH:15]=[CH:14][CH:13]=2)=[CH2:11])[CH:5]=[CH:4][C:3]=1[O:19][CH3:20].S(=O)(=O)(O)O>C(Cl)Cl>[C:12]1([CH:10]2[CH2:11][C:5]3[C:6](=[C:7]([Cl:8])[C:2]([Cl:1])=[C:3]([O:19][CH3:20])[CH:4]=3)[C:9]2=[O:18])[CH:13]=[CH:14][CH:15]=[CH:16][CH:17]=1. Procedure details: 2,3-Dichloro-4-(2-phenylacryloyl)anisole (8.2 g., 26.8 mmol) in 215 ml. of methylene chloride is added dropwise over a 4.5 hr. period to a stirred solution of 107 ml. of sulfuric acid in 107 ml. of methylene chloride at 0°-5° under an atmosphere of argon. Following addition, the reaction mixture is stirred for 0.5 hr., poured over about 300 g. of crushed ice and the aqueous-organic phases separated. The aqueous phase is extracted with methylene chloride and the combine methylene chloride solutio... Starting materials: CCCCCCCC(=O)[O-], CCCCCCCC(=O)[O-], CC#N, ClCCl, C=CCOC(=O)C(=[N+]=[N-])C(=O)C(C)C1NC(=O)C1C(C)O, [Rh+2]. Product: C=CCOC(=O)C1C(=O)C(C)C2C(C(C)O)C(=O)N12. Reaction SMILES: [C:28]([O-:29])(=[O:30])[CH2:31][CH2:32][CH2:33][CH2:34][CH2:35][CH2:36][CH3:37].[C:39]([O-:40])(=[O:41])[CH2:42][CH2:43][CH2:44][CH2:45][CH2:46][CH2:47][CH3:48].[CH3:25][C:26]#[N:27].[Cl:22][CH2:23][Cl:24].[N+:1](=[N-:2])=[C:3]([C:4](=[O:5])[O:6][CH2:7][CH:8]=[CH2:9])[C:10]([CH:11]([CH3:12])[CH:13]1[NH:14][C:15](=[O:20])[CH:16]1[CH:17]([CH3:18])[OH:19])=[O:21].[Rh+2:38]>>[CH:3]1([C:4](=[O:5])[O:6][CH2:7][CH:8]=[CH2:9])[C:10](=[O:21])[CH:11]([CH3:12])[CH:13]2[N:14]1[C:15](=[O:20])[CH:16]2[CH:17]([CH3:18])[OH:19]. Starting materials: C(C)#N (acetonitrile), FC(S(=O)(=O)[O-])(F)F.[Na+] (sodium trifluoromethanesulfonate), CC=1C(=NC=CC1)C (dimethylpyridine), FF (fluorine), resultant solution, FF (fluorine), [F-].[Na+] (sodium fluoride). The product is FC(S(=O)(=O)[O-])(F)F.F[N+]1=C(C=CC=C1C)C (N-fluoro-2,6-dimethyl-pyridinium trifluoromethanesulfonate). Isolated yield 73.0%. Reaction SMILES: [C:1](#N)C.[F:4][C:5]([F:11])([F:10])[S:6]([O-:9])(=[O:8])=[O:7].[Na+].FF.[F-:15].[Na+].C[C:18]1[C:19]([CH3:24])=[N:20][CH:21]=[CH:22][CH:23]=1>>[F:4][C:5]([F:11])([F:10])[S:6]([O-:9])(=[O:8])=[O:7].[F:15][N+:20]1[C:19]([CH3:24])=[CH:18][CH:23]=[CH:22][C:21]=1[CH3:1] |f:1.2,4.5,7.8|. Procedure details: In 20 ml of anhydrous acetonitrile 0.50 g (4.67 mmoles) of 2.6- dimethylpyridine and 0.803 g (4.67 mmoles) of sodium trifluoromethanesulfonate as the XM reactant were dissolved, and to the resultant solution a mixed gas of fluorine and nitrogen (1:9) was added at a rate of 30 ml/min. at -40° C. under vigorous stirring. The amount of the fluorine gas introduced amounted to 8.93 mmoles. After the completion of the reaction, sodium fluoride was filtered and the solvent was distilled off. The result...